This data is from the Open Reaction Database (ORD), a public repository of structured organic reaction records. The task is: describe an organic reaction: reactants, conditions, products, and yield Starting materials: C1(=CC=CC=C1)C=CC(CC(CC(=O)OC(C)(C)C)=O)O (t-butyl 7-phenyl-5-hydroxy-3-oxo-6-heptenoate), C(#N)[BH3-].[Na+] (sodium cyanoborohydride). Reagents/catalysts: CC([O-])C.CC([O-])C.CC([O-])C.[Cl-].[Ti+4] (titanium chloride triisopropoxide). Product: C1(=CC=CC=C1)C=CC(CC(CC(=O)OC(C)(C)C)O)O (t-butyl 7-phenyl-3,5-dihydroxy-6-heptenoate). Yield: 55.0%. RXN SMILES: [C:1]1([CH:7]=[CH:8][CH:9]([OH:21])[CH2:10][C:11](=[O:20])[CH2:12][C:13]([O:15][C:16]([CH3:19])([CH3:18])[CH3:17])=[O:14])[CH:6]=[CH:5][CH:4]=[CH:3][CH:2]=1.C([BH3-])#N.[Na+]>CC(C)[O-].CC(C)[O-].CC(C)[O-].[Cl-].[Ti+4]>[C:1]1([CH:7]=[CH:8][CH:9]([OH:21])[CH2:10][CH:11]([OH:20])[CH2:12][C:13]([O:15][C:16]([CH3:17])([CH3:18])[CH3:19])=[O:14])[CH:2]=[CH:3][CH:4]=[CH:5][CH:6]=1 |f:1.2,3.4.5.6.7|. Procedure details: By carrying out the reaction as in Example 9 but starting from 1.0 g of t-butyl 7-phenyl-5-hydroxy-3-oxo-6-heptenoate (3.42 mmol) and using 0.95 cm3 of titanium chloride triisopropoxide (3.77 mmol) and 261.8 mg of sodium cyanoborohydride (3.95 mmol), there is obtained, after reacting for 3 hours 10 minutes, with a yield of 55%, 550 mg of t-butyl 7-phenyl-3,5-dihydroxy-6-heptenoate for which the syn/anti ratio is equal to 90/10.